This data is from the Open Reaction Database (ORD), a public repository of structured organic reaction records. The task is: describe an organic reaction: reactants, conditions, products, and yield The reactants are FC1=C(C=CC=C1F)CSC1=NC(=CC(=N1)NS(=O)(=O)N1CCC1)OC(C)(C)[C@@H]1OC(OC1)(C)C (N-[2-[[(2,3-difluorophenyl)methyl]thio]-6-[1-[(4R)-2,2-dimethyl-1,3-dioxolan-4-yl]-1-methylethoxy]-4-pyrimidinyl]-1-azetidinesulfonamide), product. Reagents/catalysts: O.O.O.O.O.O.[Fe](Cl)(Cl)Cl (iron (III) chloride hexahydrate). Run in C(Cl)Cl (DCM), C(O)([O-])=O.[Na+] (sodium hydrogencarbonate). Conditions: time 35 minute. Product: FC1=C(C=CC=C1F)CSC1=NC(=CC(=N1)NS(=O)(=O)N1CCC1)OC([C@@H](CO)O)(C)C (N-[2-[[(2,3-difluorophenyl)methyl]thio]-6-[[(2R)-2,3-dihydroxy-1,1-dimethylpropyl]oxy]-4-pyrimidinyl]-1-azetidinesulfonamide). As a reaction SMILES: [F:1][C:2]1[C:7]([F:8])=[CH:6][CH:5]=[CH:4][C:3]=1[CH2:9][S:10][C:11]1[N:16]=[C:15]([NH:17][S:18]([N:21]2[CH2:24][CH2:23][CH2:22]2)(=[O:20])=[O:19])[CH:14]=[C:13]([O:25][C:26]([C@H:29]2[CH2:33][O:32]C(C)(C)[O:30]2)([CH3:28])[CH3:27])[N:12]=1>C(Cl)Cl.C(=O)([O-])O.[Na+].O.O.O.O.O.O.[Fe](Cl)(Cl)Cl>[F:1][C:2]1[C:7]([F:8])=[CH:6][CH:5]=[CH:4][C:3]=1[CH2:9][S:10][C:11]1[N:16]=[C:15]([NH:17][S:18]([N:21]2[CH2:24][CH2:23][CH2:22]2)(=[O:20])=[O:19])[CH:14]=[C:13]([O:25][C:26]([CH3:28])([CH3:27])[C@H:29]([OH:30])[CH2:33][OH:32])[N:12]=1 |f:2.3,4.5.6.7.8.9.10|. Reported procedure: To a suspension of N-[2-[[(2,3-difluorophenyl)methyl]thio]-6-[1-[(4R)-2,2-dimethyl-1,3-dioxolan-4-yl]-1-methylethoxy]-4-pyrimidinyl]-1-azetidinesulfonamide (the product from step iii) 0.34 g) in DCM (9 mL) was added iron (III) chloride hexahydrate (0.61 g) and the mixture was stirred at ambient temperature for 35 min. The reaction mixture was diluted with sat. sodium hydrogencarbonate solution and extracted with DCM (×3). The combined organic layers were dried (MgSO4), filtered and evaporated. T...